From a dataset of the Open Reaction Database (ORD), a public repository of structured organic reaction records. describe an organic reaction: reactants, conditions, products, and yield Starting materials: NC1=C(NC2=NC=CC=C2)C=C(C=C1)C (2-amino-5-methyl-N-(2-pyridyl)aniline), C(\C=C\C1=CC=CC=C1)(=O)Cl ((E)-cinnamoyl chloride), N1=C(C=CC=C1)N1C(=NC2=C1C=CC=C2)\C=C\C2=CC=CC=C2 ((E)-1-(2-pyridyl)-2-styryl-1H-benzimidazole). Product: CC=1C=CC2=C(N(C(=N2)\C=C\C2=CC=CC=C2)C2=NC=CC=C2)C1 ((E)-6-Methyl-1-(2-pyridyl)-2-styryl-1H-benzimidazole). As a reaction SMILES: [NH2:1][C:2]1[CH:14]=[CH:13][C:12]([CH3:15])=[CH:11][C:3]=1[NH:4][C:5]1[CH:10]=[CH:9][CH:8]=[CH:7][N:6]=1.[C:16](Cl)(=O)/[CH:17]=[CH:18]/[C:19]1[CH:24]=[CH:23][CH:22]=[CH:21][CH:20]=1.N1C=CC=CC=1N1C2C=CC=CC=2N=C1/C=C/C1C=CC=CC=1>>[CH3:15][C:12]1[CH:13]=[CH:14][C:2]2[N:1]=[C:16](/[CH:17]=[CH:18]/[C:19]3[CH:24]=[CH:23][CH:22]=[CH:21][CH:20]=3)[N:4]([C:5]3[CH:10]=[CH:9][CH:8]=[CH:7][N:6]=3)[C:3]=2[CH:11]=1. Procedure: The titled compound was prepared from 2-amino-5-methyl-N-(2-pyridyl)aniline and (E)-cinnamoyl chloride according to the preparation of (E)-1-(2-pyridyl)-2-styryl-1H-benzimidazole (Example 1, method A). MW: 311.39; mp: 164.0-164.9° C.; 1H-NMR (CDCl3) δ: 8.80-8.76 (1H, m), 8.03-7.92 (2H, m), 7.71 (1H, d, J=8.1 Hz), 7.54-7.42 (4H, m), 7.38-7.23 (4H, m), 7.19-7.14 (1H, m), 7.11 (1H, d, J=16.1 Hz), 2.46 (3H, s). Starting materials: ClC1=CC=C(C=C1)S(=O)(=O)N(C1(CC1)C(=O)O)CC (1-[(4-chlorophenyl)sulfonyl-ethyl-amino]cyclopropanecarboxylic acid), CCOC(=O)OC(=O)OCC (DEPC), FC(OC1=CC=C(C=C1)C1=NC=CC(=C1)CN)(F)F ([2-[4-(trifluoromethoxy)phenyl]-4-pyridyl]methanamine). The solvent is C1CCOC1 (THF). Reaction conditions: time 8 hour. Product: ClC1=CC=C(C=C1)S(=O)(=O)N(C1(CC1)C(=O)NCC1=CC(=NC=C1)C1=CC=C(C=C1)OC(F)(F)F)CC (1-[(4-chlorophenyl)sulfonyl-ethyl-amino]-N-[[2-[4-(trifluoromethoxy)phenyl]-4-pyridyl]methyl]cyclopropanecarboxamide). The yield is 18.1%. Reaction SMILES: [Cl:1][C:2]1[CH:7]=[CH:6][C:5]([S:8]([N:11]([CH2:18][CH3:19])[C:12]2([C:15](O)=[O:16])[CH2:14][CH2:13]2)(=[O:10])=[O:9])=[CH:4][CH:3]=1.CCOC(OC(OCC)=O)=O.[F:31][C:32]([F:49])([F:48])[O:33][C:34]1[CH:39]=[CH:38][C:37]([C:40]2[CH:45]=[C:44]([CH2:46][NH2:47])[CH:43]=[CH:42][N:41]=2)=[CH:36][CH:35]=1>C1COCC1>[Cl:1][C:2]1[CH:3]=[CH:4][C:5]([S:8]([N:11]([CH2:18][CH3:19])[C:12]2([C:15]([NH:47][CH2:46][C:44]3[CH:43]=[CH:42][N:41]=[C:40]([C:37]4[CH:36]=[CH:35][C:34]([O:33][C:32]([F:49])([F:31])[F:48])=[CH:39][CH:38]=4)[CH:45]=3)=[O:16])[CH2:14][CH2:13]2)(=[O:10])=[O:9])=[CH:6][CH:7]=1. Reported procedure: Acid 15B (303 mg, 1 mmol) was dissolved in 5 ml of THF and at rt DEPC (1.1 equiv, 0.17 ml) and [2-[4-(trifluoromethoxy)phenyl]-4-pyridyl]methanamine 21B (1.1 equiv., 295 mg) were added to the solution. The mixture was stirred at rt overnight then evaporated. The residue was dissolved in AcOEt (30 ml) and washed with water (1×20 ml) and brine. The organic phase was dried over sodium sulfate and concentrated under vacuum. The purification of the crude by chromatographic column (3:7 EtOAc:Petroleum... The reactants are C(C)(=O)OCC (Ethyl acetate), COC([C@H](CC=1SC(=CC1)C=C)NC(=O)C=1N=C(C2=CC(=CC=C2C1)OC1=CC=C(C=C1)C(C)(C)C)CC1CCCC1)=O (2(S)-{[7-(4-tert-Butyl-phenoxy)-1-cyclopentylmethyl-isoquinoline-3-carbonyl]-amino}-3-(5-vinylthiophen-2-yl)-propionic acid methyl ester), O (water), C[N+]1(CCOCC1)[O-] (methylmorpholine-N-oxide), CC(=O)C (acetone). Reagents/catalysts: [Os](=O)(=O)(=O)=O (osmium tetroxide). Run at temperature 0 celsius, time 1.5 hour. Yields the product COC([C@H](CC=1SC(=CC1)C(CO)O)NC(=O)C=1N=C(C2=CC(=CC=C2C1)OC1=CC=C(C=C1)C(C)(C)C)CC1CCCC1)=O (2(S)-{[7-(4-tert-Butyl-phenoxy)-1-cyclopentylmethyl-isoquinoline-3-carbonyl]-amino}-3-[5-(1,2-dihydroxy-ethyl)-thiophen-2-yl]-propionic acid methyl ester). As a reaction SMILES: [CH3:1][O:2][C:3](=[O:43])[C@@H:4]([NH:13][C:14]([C:16]1[N:17]=[C:18]([CH2:37][CH:38]2[CH2:42][CH2:41][CH2:40][CH2:39]2)[C:19]2[C:24]([CH:25]=1)=[CH:23][CH:22]=[C:21]([O:26][C:27]1[CH:32]=[CH:31][C:30]([C:33]([CH3:36])([CH3:35])[CH3:34])=[CH:29][CH:28]=1)[CH:20]=2)=[O:15])[CH2:5][C:6]1[S:7]C(C=C)=[CH:9][CH:10]=1.O.C[N+]1([O-])CC[O:49]CC1.C(OCC)(=O)C.[CH3:59][C:60]([CH3:62])=[O:61]>[Os](=O)(=O)(=O)=O>[CH3:1][O:2][C:3](=[O:43])[C@@H:4]([NH:13][C:14]([C:16]1[N:17]=[C:18]([CH2:37][CH:38]2[CH2:42][CH2:41][CH2:40][CH2:39]2)[C:19]2[C:24]([CH:25]=1)=[CH:23][CH:22]=[C:21]([O:26][C:27]1[CH:32]=[CH:31][C:30]([C:33]([CH3:36])([CH3:35])[CH3:34])=[CH:29][CH:28]=1)[CH:20]=2)=[O:15])[CH2:5][C:6]1[S:7][C:59]([CH:60]([OH:61])[CH2:62][OH:49])=[CH:9][CH:10]=1. Reported procedure: To a solution of 2(S)-{[7-(4-tert-Butyl-phenoxy)-1-cyclopentylmethyl-isoquinoline-3-carbonyl]-amino}-3-(5-vinylthiophen-2-yl)-propionic acid methyl ester (prepared in Example 9) (0.650 g, 1.09 mmol) in acetone:water was added methylmorpholine-N-oxide (0.340 mL) and osmium tetroxide (2 crystals). The solution was stirred at 0° C. for 1.5 h. Ethyl acetate was added and extracted with a solution of Na2S2O4(satd), brine, dried (Na2SO4), and concentrated under reduced pressure to give 0.600 g of 2(S)... Yields the product CC(C)(C)OC(=O)N1CCC(N2CC(CO)OC2=O)CC1. Reactants: CC(C)(C)OC(=O)N1CCC(N2CC(COS(C)(=O)=O)OC2=O)CC1, CC(C)(C)OC(=O)N1CCC(N)CC1, CCOC(=O)OCC, CC(C)(C)[O-], OCC1CO1, OCC(O)CNC1CCNCC1. As a reaction SMILES: [C:1](=[O:2])([O:3][C:4]([CH3:5])([CH3:6])[CH3:7])[N:8]1[CH2:9][CH2:10][CH:11]([N:14]2[C:15](=[O:25])[O:16][CH:17]([CH2:19][O:20][S:21]([CH3:22])(=[O:23])=[O:24])[CH2:18]2)[CH2:12][CH2:13]1.[C:26]([N:27]1[CH2:28][CH2:29][CH:30]([NH2:31])[CH2:32][CH2:33]1)([O:34][C:35]([CH3:36])([CH3:37])[CH3:38])=[O:39].[C:57](=[O:58])([O:59][CH2:60][CH3:61])[O:62][CH2:63][CH3:64].[CH3:65][C:66]([CH3:67])([O-:68])[CH3:69].[O:40]1[CH2:41][CH:42]1[CH2:43][OH:44].[OH:45][CH:46]([CH2:47][OH:48])[CH2:49][NH:50][CH:51]1[CH2:52][CH2:53][NH:54][CH2:55][CH2:56]1>>[C:1](=[O:2])([O:3][C:4]([CH3:5])([CH3:6])[CH3:7])[N:8]1[CH2:9][CH2:10][CH:11]([N:14]2[C:15](=[O:25])[O:16][CH:17]([CH2:19][OH:20])[CH2:18]2)[CH2:12][CH2:13]1. The reactants are C(=O)=O (carbon dioxide), OC(CCCCN1C(=O)N(C=2N=CN(C2C1=O)C)C)CO (1-(5,6-dihydroxyhexyl)-3,7-dimethylxanthine), Br.C(C)(=O)O (hydrogen bromide acetic acid), C([O-])(O)=O.[Na+] (sodium bicarbonate). Run in ice water. Product: C(C)(=O)OC(CCCCN1C(=O)N(C=2N=CN(C2C1=O)C)C)CBr (1-(5-acetoxy-6-bromohexyl)-3,7-dimethylxanthine). Yield: 96.0%. Reaction SMILES: [OH:1][CH:2]([CH2:20]O)[CH2:3][CH2:4][CH2:5][CH2:6][N:7]1[C:16](=[O:17])[C:15]2[N:14]([CH3:18])[CH:13]=[N:12][C:11]=2[N:10]([CH3:19])[C:8]1=[O:9].[BrH:22].[C:23]([OH:26])(=O)[CH3:24].C(=O)(O)[O-].[Na+].C(=O)=O>>[C:23]([O:1][CH:2]([CH2:20][Br:22])[CH2:3][CH2:4][CH2:5][CH2:6][N:7]1[C:16](=[O:17])[C:15]2[N:14]([CH3:18])[CH:13]=[N:12][C:11]=2[N:10]([CH3:19])[C:8]1=[O:9])(=[O:26])[CH3:24] |f:1.2,3.4|. Procedure: To 1-(5,6-dihydroxyhexyl)-3,7-dimethylxanthine (1.0 g, 3.38 mmol) was added 30% hydrogen bromide-acetic acid (3.4 mL) over 30 seconds and then stirred until all of the solid had dissolved (2.5 hours). The solution was poured carefully over a mixture of sodium bicarbonate (12 g) and ice water (50 ml). After carbon dioxide evolution had subsided, the mixture was extracted with dichloromethane (3×25 ml). The combined extracts were dried over magnesium sulfate and the solvent was evaporated under va... Starting materials: NC=1C(=C(C(=O)OC)C=CC1)C (methyl 3-amino-2-methylbenzoate), NC=1C=C(C(=O)OC)C(=CC1)C (methyl 3-amino-6-methylbenzoate). Yields the product CC1=C(CO)C=CC=C1N1C=CC=C1 (2-methyl-3-(1-pyrrolyl)benzyl alcohol). As a reaction SMILES: [NH2:1][C:2]1[C:3]([CH3:12])=[C:4]([CH:9]=[CH:10][CH:11]=1)[C:5]([O:7]C)=O.N[C:14]1[CH:15]=C(C(C)=[CH:22][CH:23]=1)C(OC)=O>>[CH3:12][C:3]1[C:2]([N:1]2[CH:22]=[CH:23][CH:14]=[CH:15]2)=[CH:11][CH:10]=[CH:9][C:4]=1[CH2:5][OH:7]. Procedure: When the same reaction as in Referential Example 18 is carried out using methyl 3-amino-2-methylbenzoate instead of the starting methyl 3-amino-6-methylbenzoate, 2-methyl-3-(1-pyrrolyl)benzyl alcohol is obtained. Reactants: NC[C@@H](C)O ((R)-1-amino-2-propanol), O=CCC1C(C2=CC(=CC=C2C1(C)C)CC)=O ((RS)-2-(2-oxoethyl)-6-ethyl-3,3-dimethyl-1-indanone), O (water). Reagents/catalysts: C1(=CC=C(C=C1)S(=O)(=O)O)C (p-toluenesulfonic acid). Run in C1(=CC=CC=C1)C (toluene), C1(=CC=CC=C1)C (toluene). Conditions: time 45 minute. Product: C(C)C1=CC=C2C(C3=C(N(C=C3)C[C@@H](C)O)C2=C1)(C)C ((R)-1-(7-ethyl-4,4-dimethyl-1,4-dihydro-indeno[1,2-b]pyrrol-1-yl)-propan-2-ol). Yield: 91.1%. RXN SMILES: O=[CH:2][CH2:3][CH:4]1[C:12]([CH3:14])([CH3:13])[C:11]2[C:6](=[CH:7][C:8]([CH2:15][CH3:16])=[CH:9][CH:10]=2)[C:5]1=O.O.[NH2:19][CH2:20][C@H:21]([OH:23])[CH3:22]>C1(C)C=CC=CC=1.C1(C)C=CC(S(O)(=O)=O)=CC=1>[CH2:15]([C:8]1[CH:7]=[C:6]2[C:11]([C:12]([CH3:13])([CH3:14])[C:4]3[CH:3]=[CH:2][N:19]([CH2:20][C@H:21]([OH:23])[CH3:22])[C:5]=32)=[CH:10][CH:9]=1)[CH3:16]. Procedure details: A solution of 2.3 g of (RS)-2-(2-oxoethyl)-6-ethyl-3,3-dimethyl-1-indanone and 80 mg of p-toluenesulfonic acid in 90 ml of anhydrous toluene was heated on a water separator. A solution of 3.0 g of (R)-1-amino-2-propanol in 40 ml of anhydrous toluene was added dropwise to the boiling solution over a period of 5 minutes. Subsequently, the mixture was boiled for an additional 45 minutes, during which the solvent was reduced to a volume of 20 ml. The cooled reaction mixture was purified by column ch... The reactants are CC(=O)O[BH-](OC(C)=O)OC(C)=O, CCc1nc2c(cnn2CC)c(NC2CCOCC2)c1CNC(=O)c1cccc(C(=O)NCc2ccc(C)c(-c3cccc(C=O)c3)c2)c1, C1CNCCN1, CCOC(C)=O, ClCCl, O=C(O)C(F)(F)F, [Na+]. Yields the product CCc1nc2c(cnn2CC)c(NC2CCOCC2)c1CNC(=O)c1cccc(C(=O)NCc2ccc(C)c(-c3cccc(CN4CCNCC4)c3)c2)c1. Reaction SMILES: [C:56]([O:57][BH-:58]([O:59][C:60](=[O:61])[CH3:62])[O:63][C:64](=[O:65])[CH3:66])(=[O:67])[CH3:68].[CH2:1]([CH3:2])[n:3]1[n:4][cH:5][c:6]2[c:7]1[n:8][c:9]([CH2:48][CH3:49])[c:10]([CH2:19][NH:20][C:21](=[O:22])[c:23]1[cH:24][c:25]([C:29](=[O:30])[NH:31][CH2:32][c:33]3[cH:34][c:35](-[c:40]4[cH:41][c:42]([CH:46]=[O:47])[cH:43][cH:44][cH:45]4)[c:36]([CH3:39])[cH:37][cH:38]3)[cH:26][cH:27][cH:28]1)[c:11]2[NH:12][CH:13]1[CH2:14][CH2:15][O:16][CH2:17][CH2:18]1.[CH2:50]1[CH2:51][NH:52][CH2:53][CH2:54][NH:55]1.[CH3:80][CH2:81][O:82][C:83]([CH3:84])=[O:85].[Cl:77][CH2:78][Cl:79].[F:70][C:71]([F:72])([F:73])[C:74]([OH:75])=[O:76].[Na+:69]>>[CH2:1]([CH3:2])[n:3]1[n:4][cH:5][c:6]2[c:7]1[n:8][c:9]([CH2:48][CH3:49])[c:10]([CH2:19][NH:20][C:21](=[O:22])[c:23]1[cH:24][c:25]([C:29](=[O:30])[NH:31][CH2:32][c:33]3[cH:34][c:35](-[c:40]4[cH:41][c:42]([CH2:46][N:52]5[CH2:51][CH2:50][NH:55][CH2:54][CH2:53]5)[cH:43][cH:44][cH:45]4)[c:36]([CH3:39])[cH:37][cH:38]3)[cH:26][cH:27][cH:28]1)[c:11]2[NH:12][CH:13]1[CH2:14][CH2:15][O:16][CH2:17][CH2:18]1.